The task is: describe an organic reaction: reactants, conditions, products, and yield. This data is from the Open Reaction Database (ORD), a public repository of structured organic reaction records. The reactants are NC1=CC(=C2CN(C(N(C2=C1)C1=C(C=CC=C1Cl)Cl)=O)CC1=CC=C(C=C1)OC)C1=C(C=CC=C1)Cl (7-amino-5-(2chlorophenyl)-1-(2,6-dichlorophenyl)-3-(4-methoxybenzyl)-3,4-dihydroquinazolin-2(1H)-one), ClCCCS(=O)(=O)Cl (3-chloropropane-1-sulfonyl chloride). Product: ClCCCS(=O)(=O)NC1=CC(=C2CN(C(N(C2=C1)C1=C(C=CC=C1Cl)Cl)=O)CC1=CC=C(C=C1)OC)C1=C(C=CC=C1)Cl (3-chloro-N-[5-(2-chlorophenyl)-1-(2,6-dichlorophenyl)-3-(4-methoxybenzyl)-2-oxo-1,2,3,4-tetrahydroquinazolin-7-yl]propane-1-sulfonamide). RXN SMILES: [NH2:1][C:2]1[CH:11]=[C:10]2[C:5]([CH2:6][N:7]([CH2:21][C:22]3[CH:27]=[CH:26][C:25]([O:28][CH3:29])=[CH:24][CH:23]=3)[C:8](=[O:20])[N:9]2[C:12]2[C:17]([Cl:18])=[CH:16][CH:15]=[CH:14][C:13]=2[Cl:19])=[C:4]([C:30]2[CH:35]=[CH:34][CH:33]=[CH:32][C:31]=2[Cl:36])[CH:3]=1.[Cl:37][CH2:38][CH2:39][CH2:40][S:41](Cl)(=[O:43])=[O:42]>>[Cl:37][CH2:38][CH2:39][CH2:40][S:41]([NH:1][C:2]1[CH:11]=[C:10]2[C:5]([CH2:6][N:7]([CH2:21][C:22]3[CH:23]=[CH:24][C:25]([O:28][CH3:29])=[CH:26][CH:27]=3)[C:8](=[O:20])[N:9]2[C:12]2[C:17]([Cl:18])=[CH:16][CH:15]=[CH:14][C:13]=2[Cl:19])=[C:4]([C:30]2[CH:35]=[CH:34][CH:33]=[CH:32][C:31]=2[Cl:36])[CH:3]=1)(=[O:43])=[O:42]. Procedure: The 3-chloro-N-[5-(2-chlorophenyl)-1-(2,6-dichlorophenyl)-3-(4-methoxybenzyl)-2-oxo-1,2,3,4-tetrahydroquinazolin-7-yl]propane-1-sulfonamide was prepared from 7-amino-5-(2chlorophenyl)-1-(2,6-dichlorophenyl)-3-(4-methoxybenzyl)-3,4-dihydroquinazolin-2(1H)-one (COMPOUND CCC4, STEP A) and 3-chloropropane-1-sulfonyl chloride by a procedure analogous to that described in COMPOUND CCC5, STEP A: Mass spectrum (ESI) 678.1 (M+1). The reactants are BrCc1ccc(Br)cc1I, C1CCOC1, CCOC(C)=O, CC(C)[N-]C(C)C, CCOC(=O)C1CCC(C(F)(F)F)CC1, [Li+], O. Yields the product CCOC(=O)C1(Cc2ccc(Br)cc2I)CCC(C(F)(F)F)CC1. RXN SMILES: [Br:24][c:25]1[cH:26][c:27]([I:33])[c:28]([CH2:31][Br:32])[cH:29][cH:30]1.[CH2:35]1[O:36][CH2:37][CH2:38][CH2:39]1.[CH3:40][CH2:41][O:42][C:43]([CH3:44])=[O:45].[CH:16]([N-:17][CH:18]([CH3:19])[CH3:20])([CH3:21])[CH3:22].[F:1][C:2]([CH:3]1[CH2:4][CH2:5][CH:6]([C:9](=[O:10])[O:11][CH2:12][CH3:13])[CH2:7][CH2:8]1)([F:14])[F:15].[Li+:23].[OH2:34]>>[F:1][C:2]([CH:3]1[CH2:4][CH2:5][C:6]([C:9](=[O:10])[O:11][CH2:12][CH3:13])([CH2:31][c:28]2[c:27]([I:33])[cH:26][c:25]([Br:24])[cH:30][cH:29]2)[CH2:7][CH2:8]1)([F:14])[F:15]. Starting materials: CCc1cc(C=O)c(F)c(O[Si](C)(C)C(C)(C)C)c1, CCOC(C)=O, [F-], CCI, [K+], CN(C)C=O. Yields the product CCOc1cc(CC)cc(C=O)c1F. RXN SMILES: [C:1]([Si:2]([CH3:3])([CH3:4])[O:6][c:7]1[c:8]([F:17])[c:9]([CH:10]=[O:11])[cH:12][c:13]([CH2:15][CH3:16])[cH:14]1)([CH3:5])([CH3:18])[CH3:19].[CH3:30][CH2:31][O:32][C:33]([CH3:34])=[O:35].[F-:20].[I:22][CH2:23][CH3:24].[K+:21].[O:25]=[CH:26][N:27]([CH3:28])[CH3:29]>>[O:6]([c:7]1[c:8]([F:17])[c:9]([CH:10]=[O:11])[cH:12][c:13]([CH2:15][CH3:16])[cH:14]1)[CH2:23][CH3:24]. Starting materials: CCO, Cl, C1CCOC1, O=C1c2cc(-c3ccccc3)ccc2CC1Br. Yields the product OC1c2cc(-c3ccccc3)ccc2CC1Br. As a reaction SMILES: [CH3:24][CH2:25][OH:26].[ClH:23].[O:18]1[CH2:19][CH2:20][CH2:21][CH2:22]1.[c:1]1(-[c:7]2[cH:8][cH:9][c:10]3[c:14]([cH:15]2)[C:13](=[O:16])[CH:12]([Br:17])[CH2:11]3)[cH:2][cH:3][cH:4][cH:5][cH:6]1>>[c:1]1(-[c:7]2[cH:8][cH:9][c:10]3[c:14]([cH:15]2)[CH:13]([OH:16])[CH:12]([Br:17])[CH2:11]3)[cH:2][cH:3][cH:4][cH:5][cH:6]1. Starting materials: CO, Cc1cc([N+](=O)[O-])c(C)cc1-c1cnco1. Yields the product Cc1cc(-c2cnco2)c(C)cc1N. RXN SMILES: [CH3:17][OH:18].[CH3:1][c:2]1[c:3](-[c:12]2[cH:13][n:14][cH:15][o:16]2)[cH:4][c:5]([CH3:11])[c:6]([N+:8]([O-:9])=[O:10])[cH:7]1>>[CH3:1][c:2]1[c:3](-[c:12]2[cH:13][n:14][cH:15][o:16]2)[cH:4][c:5]([CH3:11])[c:6]([NH2:8])[cH:7]1. Reactants: CCN(C(C)C)C(C)C, Cc1onc(-c2cccc(Cl)c2)c1COc1ccc(C(=O)O)cn1, F[B-](F)(F)F, CN(C)C=O, O=S1(=O)CCNCC1, CN(C)C(On1nnc2ccccc21)=[N+](C)C. The product is Cc1onc(-c2cccc(Cl)c2)c1COc1ccc(C(=O)N2CCS(=O)(=O)CC2)cn1. As a reaction SMILES: [CH:47]([N:48]([CH2:49][CH3:50])[CH:51]([CH3:52])[CH3:53])([CH3:54])[CH3:55].[Cl:1][c:2]1[cH:3][c:4](-[c:8]2[n:9][o:10][c:11]([CH3:24])[c:12]2[CH2:13][O:14][c:15]2[n:16][cH:17][c:18]([C:19](=[O:20])[OH:21])[cH:22][cH:23]2)[cH:5][cH:6][cH:7]1.[F:25][B-:26]([F:27])([F:28])[F:29].[O:64]=[CH:65][N:66]([CH3:67])[CH3:68].[S:56]1(=[O:62])(=[O:63])[CH2:57][CH2:58][NH:59][CH2:60][CH2:61]1.[n:30]1([O:31][C:32]([N:33]([CH3:34])[CH3:35])=[N+:36]([CH3:37])[CH3:38])[c:39]2[cH:40][cH:41][cH:42][cH:43][c:44]2[n:45][n:46]1>>[Cl:1][c:2]1[cH:3][c:4](-[c:8]2[n:9][o:10][c:11]([CH3:24])[c:12]2[CH2:13][O:14][c:15]2[n:16][cH:17][c:18]([C:19](=[O:21])[N:59]3[CH2:58][CH2:57][S:56](=[O:62])(=[O:63])[CH2:61][CH2:60]3)[cH:22][cH:23]2)[cH:5][cH:6][cH:7]1. The reactants are O (water), C(CCCCC)OC1=CC(=C(C(=O)C=2C=C(C(=O)O)C=CC2)C=C1)C (3-(4-n-hexyloxy-2-methylbenzoyl)benzoic acid), C(C)(=O)O (acetic acid), S(O)(O)(=O)=O (sulfuric acid). Yields the product OC1=C(C(=O)C=2C=C(C(=O)O)C=CC2)C=CC(=C1)C (3-(2-hydroxy-4-methylbenzoyl)benzoic acid). RXN SMILES: C(O[C:8]1[CH:24]=[CH:23][C:11]([C:12]([C:14]2[CH:15]=[C:16]([CH:20]=[CH:21][CH:22]=2)[C:17]([OH:19])=[O:18])=[O:13])=[C:10](C)[CH:9]=1)CCCCC.[C:26](O)(=O)C.S(=O)(=O)(O)O.[OH2:35]>>[OH:35][C:10]1[CH:9]=[C:8]([CH3:26])[CH:24]=[CH:23][C:11]=1[C:12]([C:14]1[CH:15]=[C:16]([CH:20]=[CH:21][CH:22]=1)[C:17]([OH:19])=[O:18])=[O:13]. Reported procedure: A mixture of 3-(2-hydroxy-4-methylbenzoyl)benzonitrile (5.78 g; see Example 29), acetic acid (48 g), and a solution of 75% sulfuric acid (48 g) is refluxed for 3 hours. The resulting mixture is diluted with water (100 ml) and extracted with ether (3×75 ml) followed by methylene chloride (2×75 ml). The combined extracts are dried over magnesium sulfate, filtered, and concentrated in vacuo. The residue is chromatographed on silica gel (methylene chloride then hexanes:ether:acetic acid; 50:50:1). T... Starting materials: C(C)OC(=O)C1(CC1)C1=CC=C(C=C1)C1=CC=C(C=C1)C1=C(C(=NO1)C)CN (1-[4′-(4-aminomethyl-3-methyl-isoxazol-5-yl)-biphenyl-4-yl]-cyclopropanecarboxylic acid ethyl ester), C1(=CC=CC=C1)CC(=O)Cl (phenylacetyl chloride). Product: C(C)OC(=O)C1(CC1)C1=CC=C(C=C1)C1=CC=C(C=C1)C1=C(C(=NO1)C)CNC(CC1=CC=CC=C1)=O (1-{4′-[3-Methyl-4-(phenylacetylamino-methyl)-isoxazol-5-yl]-biphenyl-4-yl}-cyclopropanecarboxylic acid ethyl ester). Reaction SMILES: [CH2:1]([O:3][C:4]([C:6]1([C:9]2[CH:14]=[CH:13][C:12]([C:15]3[CH:20]=[CH:19][C:18]([C:21]4[O:25][N:24]=[C:23]([CH3:26])[C:22]=4[CH2:27][NH2:28])=[CH:17][CH:16]=3)=[CH:11][CH:10]=2)[CH2:8][CH2:7]1)=[O:5])[CH3:2].[C:29]1([CH2:35][C:36](Cl)=[O:37])[CH:34]=[CH:33][CH:32]=[CH:31][CH:30]=1>>[CH2:1]([O:3][C:4]([C:6]1([C:9]2[CH:10]=[CH:11][C:12]([C:15]3[CH:20]=[CH:19][C:18]([C:21]4[O:25][N:24]=[C:23]([CH3:26])[C:22]=4[CH2:27][NH:28][C:36](=[O:37])[CH2:35][C:29]4[CH:34]=[CH:33][CH:32]=[CH:31][CH:30]=4)=[CH:17][CH:16]=3)=[CH:13][CH:14]=2)[CH2:8][CH2:7]1)=[O:5])[CH3:2]. Reported procedure: Prepared according to the procedure described in Example 3, Step 7, using 1-[4′-(4-aminomethyl-3-methyl-isoxazol-5-yl)-biphenyl-4-yl]-cyclopropanecarboxylic acid ethyl ester and phenylacetyl chloride. Starting materials: C(C)(C)(C)OC(=O)N1C(C2=C(CC1)NC(=C2)C2=NC(=NC=C2)NC(C2=CC=CC=C2)=O)=O (2-(2-Benzoylamino-pyrimidin-4-yl)-4-oxo-1,4,6,7-tetrahydro-pyrrolo[3,2-c]pyridine-5-carboxylic acid tert-butyl ester), Cl (HCl). The solvent is C1CCOC1 (THF), O1CCOCC1 (dioxane). Conditions: time 2 hour. The product is O=C1NCCC2=C1C=C(N2)C2=NC(=NC=C2)NC(C2=CC=CC=C2)=O (N-[4-(4-oxo-4,5,6,7-tetrahydro-1H-pyrrolo[3,2-c]pyridin-2-yl)pyrimidin-2-yl]benzamide). RXN SMILES: C(OC([N:8]1[CH2:13][CH2:12][C:11]2[NH:14][C:15]([C:17]3[CH:22]=[CH:21][N:20]=[C:19]([NH:23][C:24](=[O:31])[C:25]4[CH:30]=[CH:29][CH:28]=[CH:27][CH:26]=4)[N:18]=3)=[CH:16][C:10]=2[C:9]1=[O:32])=O)(C)(C)C.Cl>C1COCC1.O1CCOCC1>[O:32]=[C:9]1[C:10]2[CH:16]=[C:15]([C:17]3[CH:22]=[CH:21][N:20]=[C:19]([NH:23][C:24](=[O:31])[C:25]4[CH:26]=[CH:27][CH:28]=[CH:29][CH:30]=4)[N:18]=3)[NH:14][C:11]=2[CH2:12][CH2:13][NH:8]1. Procedure: To a solution of 2-(2-Benzoylamino-pyrimidin-4-yl)-4-oxo-1,4,6,7-tetrahydro-pyrrolo[3,2-c]pyridine-5-carboxylic acid tert-butyl ester in THF was added HCl 4N in dioxane and the reaction was left under stirring at room temperature for 2h. Solvent evaporation gave the desired product as a solid. The reactants are C(C)(C)(C)N=C(N(C)C)N(C)C (tert-butyl-tetramethylguanidine), [N+](=O)([O-])C (nitromethane), COC(=O)C1=CC2=C(OC3=C1C=C(C=C3)Cl)C=CC=C2 (8-chlorodibenzo[b,f]oxepin-10-carboxylic acid methyl ester). Run in 1710241 B1. Yields the product ClC1=CC2=C(OC3=C(C(C2C(=O)OC)C[N+](=O)[O-])C=CC=C3)C=C1 (methyl 2-chloro-10-nitromethyl-10,11-dihydrodibenzo[b,f]oxepine-11-carboxylate). Reaction SMILES: [CH3:1][O:2][C:3]([C:5]1[C:11]2[CH:12]=[C:13]([Cl:16])[CH:14]=[CH:15][C:10]=2[O:9][C:8]2[CH:17]=[CH:18][CH:19]=[CH:20][C:7]=2[CH:6]=1)=[O:4].C(N=C(N(C)C)N(C)C)(C)(C)C.[N+:33]([CH3:36])([O-:35])=[O:34]>>[Cl:16][C:13]1[CH:14]=[CH:15][C:10]2[O:9][C:8]3[CH:17]=[CH:18][CH:19]=[CH:20][C:7]=3[CH:6]([CH2:36][N+:33]([O-:35])=[O:34])[CH:5]([C:3]([O:2][CH3:1])=[O:4])[C:11]=2[CH:12]=1. Procedure details: Example 8 of the European Patent EP 1710241 B1 also describes an alternative process for the synthesis of the lactam (VI), see Scheme 4. In this example, (5-chloro-2-phenoxyphenyl)acetic acid methyl ester (compound VIIIa) is reacted with methyl formate in the presence of potassium tert-butoxide to give 2-(5-chloro-2-phenoxyphenyl)-3-hydroxyacrylic acid methyl ester (compound IXa, E/Z mixture 9:1), which is directly cyclized with pyrophosphoric acid to obtain methyl 2-chlorodibenzo[b,f]oxepin-11-...